From a dataset of the Open Reaction Database (ORD), a public repository of structured organic reaction records. describe an organic reaction: reactants, conditions, products, and yield The reactants are C1OC(C)(CCC=C(CCCC(C)(C)OC)C)OC1 (2,2-ethylenedioxy-10-methoxy-6,10-dimethyl-5-undecene), Cl (hydrochloric acid). Run in O (water), CO (methanol). Yields the product COC(CCCC(=CCCC(C)=O)C)(C)C (10-methoxy-6,10-dimethyl-5-undecene-2-one). The yield is 97.7%. Reaction SMILES: C1CO[C:3]([CH2:5][CH2:6][CH:7]=[C:8]([CH3:17])[CH2:9][CH2:10][CH2:11][C:12]([O:15][CH3:16])([CH3:14])[CH3:13])([CH3:4])[O:2]1.Cl>CO.O>[CH3:16][O:15][C:12]([CH3:14])([CH3:13])[CH2:11][CH2:10][CH2:9][C:8]([CH3:17])=[CH:7][CH2:6][CH2:5][C:3](=[O:2])[CH3:4]. Procedure: This and the next reaction could be effected with the E and Z isomers or mixtures thereof. A solution of 1.1 g of 2,2-ethylenedioxy-10-methoxy-6,10-dimethyl-5-undecene in 22 ml of methanol containing 11 ml of 0.5N aqueous hydrochloric acid was stirred for 20 hours at room temperature and was then diluted with water and extracted with petroleum ether (b.p.= 40°-75° C.). The extracts were washed with an aqueous sodium bicarbonate solution, then with water and evaporated to dryness to obtain 900 mg... Reactants: C(C)(C)(C)OC(=O)[C@H](CCN(CCCC(=O)O)C1CCCC2=CC=CC=C12)NC(=O)OCC1C2=CC=CC=C2C=2C=CC=CC12 (4-[[(3S)-3-(tert-butoxycarbonyl)-3-[[(9H-9-fluorenylmethoxy)carbonyl]amino]propyl](1,2,3,4-tetrahydro-1-naphthyl)amino]butanoic acid), N1CCCCC1 (piperidine), BrC1=CC=C(C=C1)N=C=O (4-bromophenyl isocyanate), CO.C(Cl)(Cl)Cl (methanol chloroform). Solvent: CN(C)C=O (DMF). Run at time 1.5 hour. The product is BrC1=CC=C(C=C1)NC(N[C@@H](CCN(CCCC(=O)O)C1CCCC2=CC=CC=C12)C(=O)OC(C)(C)C)=O (4-[[(3S)-3-(4-bromophenylureido)-3-(tert-butoxycarbonyl)propyl](1,2,3,4-tetrahydro-1-naphthyl)amino]butanoic acid), Compound 165. RXN SMILES: [C:1]([O:5][C:6]([C@@H:8]([NH:28]C(OCC1C2C=CC=CC=2C2C1=CC=CC=2)=O)[CH2:9][CH2:10][N:11]([CH:18]1[C:27]2[C:22](=[CH:23][CH:24]=[CH:25][CH:26]=2)[CH2:21][CH2:20][CH2:19]1)[CH2:12][CH2:13][CH2:14][C:15]([OH:17])=[O:16])=[O:7])([CH3:4])([CH3:3])[CH3:2].N1CCCCC1.[Br:52][C:53]1[CH:58]=[CH:57][C:56]([N:59]=[C:60]=[O:61])=[CH:55][CH:54]=1.CO.C(Cl)(Cl)Cl>CN(C=O)C>[Br:52][C:53]1[CH:58]=[CH:57][C:56]([NH:59][C:60](=[O:61])[NH:28][C@H:8]([C:6]([O:5][C:1]([CH3:4])([CH3:3])[CH3:2])=[O:7])[CH2:9][CH2:10][N:11]([CH:18]2[C:27]3[C:22](=[CH:23][CH:24]=[CH:25][CH:26]=3)[CH2:21][CH2:20][CH2:19]2)[CH2:12][CH2:13][CH2:14][C:15]([OH:17])=[O:16])=[CH:55][CH:54]=1 |f:3.4|. Procedure details: To a solution of 4-[[(3S)-3-(tert-butoxycarbonyl)-3-[[(9H-9-fluorenylmethoxy)carbonyl]amino]propyl](1,2,3,4-tetrahydro-1-naphthyl)amino]butanoic acid (18 mg, 0.029 mmol) in DMF (0.4 ml) was added piperidine (0.1 ml), and the mixture was stirred at RT for 1.5 h. The reaction mixture was concentrated under vacuum to dryness, and the residue was dissolved in CH2Cl2 (0.5 ml). To the solution was added 4-bromophenyl isocyanate (8.7 mg, 0.044 mmol), and the mixture was stirred at RT for 2h. The reacti... Starting materials: O (water), dibasic acids, C(CC(O)(C(=O)[O-])CC(=O)[O-])(=O)[O-].[Na+].[Na+].[Na+] (sodium citrate), C(=O)O (formic acid). Solvent: C1CCCCC1 (cyclohexane), C1CCCCC1 (cyclohexane). Product: C(CCCCC(=O)O)(=O)O (adipic acid), C(CCC(=O)O)(=O)O (succinic acid), OC(C(=O)O)CCCC (hydroxycaproic acid). Reaction SMILES: [C:1]([O-:13])(=[O:12])[CH2:2][C:3]([CH2:8][C:9]([O-])=[O:10])([C:5]([O-:7])=[O:6])O.[Na+].[Na+].[Na+].O.[CH:18]([OH:20])=[O:19]>C1CCCCC1>[C:18]([OH:20])(=[O:19])[CH2:9][CH2:8][CH2:3][CH2:2][C:1]([OH:13])=[O:12].[C:1]([OH:13])(=[O:12])[CH2:2][CH2:3][C:5]([OH:7])=[O:6].[OH:10][CH:9]([CH2:8][CH2:3][CH2:2][CH3:1])[C:18]([OH:20])=[O:19] |f:0.1.2.3|. Reported procedure: Examples 47-63 were run in a liquid full plug flow reactor, 30 inches (76 cm) with a ¼ inch (0.64 cm) diameter. Inlet and exit pressure was 150 psig (1.03 MPa gauge) controlled with a back pressure regulator. The catalysts were all prepared as in Experiment 13 on 2 mm spheres with the appropriate metal salts and type of alumina, with the exception that reduction was performed by flowing H2 at 150° C. instead of sodium citrate. The feed consisted of 1.6% CHHP in cyclohexane, about 1% K and 2% A, ...